This data is from the Open Reaction Database (ORD), a public repository of structured organic reaction records. The task is: describe an organic reaction: reactants, conditions, products, and yield The reactants are O=C(NCc1ccc(Cl)c(Cl)c1)c1nc2c3c(N4CCOCC4)cccc3on2c(=O)c1OCc1ccccc1, ClCCl, Cl[Fe](Cl)Cl, Cl. Yields the product O=C(NCc1ccc(Cl)c(Cl)c1)c1nc2c3c(N4CCOCC4)cccc3on2c(=O)c1O. RXN SMILES: [Cl:1][c:2]1[cH:3][c:4]([CH2:5][NH:6][C:7](=[O:8])[c:9]2[c:10]([O:29][CH2:30][c:31]3[cH:32][cH:33][cH:34][cH:35][cH:36]3)[c:11](=[O:28])[n:12]3[o:13][c:14]4[cH:15][cH:16][cH:17][c:18]([N:22]5[CH2:23][CH2:24][O:25][CH2:26][CH2:27]5)[c:19]4[c:20]3[n:21]2)[cH:37][cH:38][c:39]1[Cl:40].[Cl:42][CH2:43][Cl:44].[Cl:45][Fe:46]([Cl:47])[Cl:48].[ClH:41]>>[Cl:1][c:2]1[cH:3][c:4]([CH2:5][NH:6][C:7](=[O:8])[c:9]2[c:10]([OH:29])[c:11](=[O:28])[n:12]3[o:13][c:14]4[cH:15][cH:16][cH:17][c:18]([N:22]5[CH2:23][CH2:24][O:25][CH2:26][CH2:27]5)[c:19]4[c:20]3[n:21]2)[cH:37][cH:38][c:39]1[Cl:40]. The reactants are ClC1=CC(=CC=C1)C(=O)OO (m-chloroperbenzoic acid), N1C(=NC2=C1C=CC=C2)SC2=C(C=CC(=C2)N(C)C)N(C)C (2-(1H-Benzimidazol-2-yl thio)-N,N,N',N'-tetramethyl-1,4-benzenediamine). Solvent: C(C)(=O)OCC (ethyl acetate), C(C)(=O)OCC (ethyl acetate). Reaction conditions: time 1 hour. Product: N1C(=NC2=C1C=CC=C2)S(=O)C2=C(C=CC(=C2)N(C)C)N(C)C (2-(1H-Benzimidazol-2-yl sulphinyl)-N,N,N',N'-tetramethyl-1,4-benzenediamine), solid. Reaction SMILES: [NH:1]1[C:5]2[CH:6]=[CH:7][CH:8]=[CH:9][C:4]=2[N:3]=[C:2]1[S:10][C:11]1[CH:16]=[C:15]([N:17]([CH3:19])[CH3:18])[CH:14]=[CH:13][C:12]=1[N:20]([CH3:22])[CH3:21].ClC1C=CC=C(C(OO)=[O:31])C=1>C(OCC)(=O)C>[NH:1]1[C:5]2[CH:6]=[CH:7][CH:8]=[CH:9][C:4]=2[N:3]=[C:2]1[S:10]([C:11]1[CH:16]=[C:15]([N:17]([CH3:18])[CH3:19])[CH:14]=[CH:13][C:12]=1[N:20]([CH3:22])[CH3:21])=[O:31]. Procedure details: The product of step (b) above (1.5 g) was dissolved in ethyl acetate (120 ml) and cooled to -10°. A solution of m-chloroperbenzoic acid (980 mg of 85%) in ethyl acetate (30 ml) was added in one portion and the mixture stirred for 1 hr. The mixture was filtered and the residue taken up in dichloromethane. The dichloromethane was washed with sodium bicarbonate solution, sodium metabisulphite solution, water and brine and then dried and evaporated. Flash chromatography afforded the title compound a... Reactants: CC=1C(C(C(C(=O)O)=CC1)C)(C(=O)O)OC (dimethyl 3-methoxyisophthalic acid), solution, CO (methanol), [H-].C(C(C)C)[Al+]CC(C)C (diisobutyl-aluminum hydride). Run in CCCCCC (n-hexane), C1(=CC=CC=C1)C (toluene). Run at time 3 hour. Yields the product COC(C=1CC(C=O)(C=CC1)OC)=O (3-methoxyisophthalaldehydic acid methyl ester). RXN SMILES: C[C:2]1[C:3]([O:15][CH3:16])([C:12](O)=[O:13])[CH:4](C)[C:5](=[CH:9][CH:10]=1)[C:6]([OH:8])=[O:7].[H-].[CH2:18]([Al+]CC(C)C)C(C)C.CO>C1(C)C=CC=CC=1.CCCCCC>[CH3:18][O:8][C:6](=[O:7])[C:5]1[CH2:4][C:3]([O:15][CH3:16])([CH:2]=[CH:10][CH:9]=1)[CH:12]=[O:13] |f:1.2|. Procedure: To a -78° C. to -100° C. solution of 1.0 mole of dimethyl 3-methoxyisophthalic acid in 5 liters of toluene is slowly added 1.0 mole of diisobutyl-aluminum hydride as a 1 M solution in n-hexane (reaction t≤-78° C.). The reaction mixture is stirred for 3 hours following the addition and is then quenched by the addition of 10 moles of anhydrous methanol. The reaction mixture is allowed to warm to room temperature and is stirred until a filterable precipitate forms. The reaction mixture is filtered ... Starting materials: Br, O=C([O-])C=CC(=O)[O-], Cc1ccc(S(=O)(=O)N2CCCCC2CSc2ccc(Cl)cc2)cc1, Oc1ccccc1. Product: O=C(O)C=CC(=O)O, Clc1ccc(SCC2CCCCN2)cc1. Reaction SMILES: [BrH:33].[C:34]([CH:35]=[CH:36][C:37](=[O:38])[O-:39])(=[O:40])[O-:41].[Cl:1][c:2]1[cH:3][cH:4][c:5]([S:8][CH2:9][CH:10]2[N:11]([S:16]([c:17]3[cH:18][cH:19][c:20]([CH3:21])[cH:22][cH:23]3)(=[O:24])=[O:25])[CH2:12][CH2:13][CH2:14][CH2:15]2)[cH:6][cH:7]1.[OH:26][c:27]1[cH:28][cH:29][cH:30][cH:31][cH:32]1>>[C:34]([CH:35]=[CH:36][C:37](=[O:38])[OH:39])(=[O:40])[OH:41].[Cl:1][c:2]1[cH:3][cH:4][c:5]([S:8][CH2:9][CH:10]2[NH:11][CH2:12][CH2:13][CH2:14][CH2:15]2)[cH:6][cH:7]1. The reactants are NC1=CC=2N=CN=C(C2C=N1)SC (7-amino-4-methylthiopyrido[4,3-d]pyrimidine), BrC1=C(CN)C=CC=C1 (2-bromobenzylamine). Reaction conditions: temperature 140 celsius, time 1 hour. The product is NC1=CC=2N=CN=C(C2C=N1)NCC1=C(C=CC=C1)Br (7-amino-4-(2-bromobenzylamino)pyrido[4,3-d]pyrimidine). Isolated yield 45.3%. Reaction SMILES: [NH2:1][C:2]1[N:11]=[CH:10][C:9]2[C:8](SC)=[N:7][CH:6]=[N:5][C:4]=2[CH:3]=1.[Br:14][C:15]1[CH:22]=[CH:21][CH:20]=[CH:19][C:16]=1[CH2:17][NH2:18]>>[NH2:1][C:2]1[N:11]=[CH:10][C:9]2[C:8]([NH:18][CH2:17][C:16]3[CH:19]=[CH:20][CH:21]=[CH:22][C:15]=3[Br:14])=[N:7][CH:6]=[N:5][C:4]=2[CH:3]=1. Procedure details: A mixture of 7-amino-4-methylthiopyrido[4,3-d]pyrimidine (225 mg, 1.17 mmol) (described in a previous experimental) and 2-bromobenzylamine (0.84 g, 4.52 mmol) is stirred under N2 at 140° C. for 1 h, and the resulting product chromatographed on silica gel (1-5% EtOH/EtOAc) to give 7-amino-4-(2-bromobenzylamino)pyrido[4,3-d]pyrimidine (175 mg, 45%) as a light brown solid. 1H NMR (DMSO) δ 9.16 (1H, s), 8.85 (1H, t, J=5.7 Hz), 8.24 (1H, s), 7.64 (1H, d, J=7.8 Hz), 7.34 (1H, dd, J=7.7, 7.1 Hz), 7.31 ... Solvent: ClCCl (Dichloromethane). As a reaction SMILES: [F:1][C:2]([F:52])([F:51])[C:3]1[CH:4]=[C:5]([C:13]([CH3:50])([CH3:49])[C:14]([N:16]([CH3:48])[C:17]2[C:18]([C:40]3[CH:45]=[CH:44][C:43]([F:46])=[CH:42][C:41]=3[CH3:47])=[CH:19][C:20]([C@H:23]3[N:27](C(OC(C)(C)C)=O)[C@@:26]([CH3:39])([C:35]([O:37][CH3:38])=[O:36])[CH2:25][CH2:24]3)=[N:21][CH:22]=2)=[O:15])[CH:6]=[C:7]([C:9]([F:12])([F:11])[F:10])[CH:8]=1.C(O)(C(F)(F)F)=O>ClCCl>[F:52][C:2]([F:1])([F:51])[C:3]1[CH:4]=[C:5]([C:13]([CH3:49])([CH3:50])[C:14]([N:16]([CH3:48])[C:17]2[C:18]([C:40]3[CH:45]=[CH:44][C:43]([F:46])=[CH:42][C:41]=3[CH3:47])=[CH:19][C:20]([C@H:23]3[NH:27][C@@:26]([CH3:39])([C:35]([O:37][CH3:38])=[O:36])[CH2:25][CH2:24]3)=[N:21][CH:22]=2)=[O:15])[CH:6]=[C:7]([C:9]([F:11])([F:12])[F:10])[CH:8]=1. Reactants: FC(C=1C=C(C=C(C1)C(F)(F)F)C(C(=O)N(C=1C(=CC(=NC1)[C@@H]1CC[C@@](N1C(=O)OC(C)(C)C)(C(=O)OC)C)C1=C(C=C(C=C1)F)C)C)(C)C)(F)F (1-(1,1-dimethylethyl) 2-methyl (2R,5S)-5-[5-[{2-[3,5-bis(trifluoromethyl)phenyl]-2-methylpropanoyl}(methyl)amino]-4-(4-fluoro-2-methylphenyl)-2-pyridinyl]-2-methyl-1,2-pyrrolidinedicarboxylate), FC(C=1C=C(C=C(C1)C(F)(F)F)C(C(=O)N(C=1C(=CC(=NC1)[C@@H]1CC[C@@](N1C(=O)OC(C)(C)C)(C(=O)OC)C)C1=C(C=C(C=C1)F)C)C)(C)C)(F)F (1-(1,1-dimethylethyl) 2-methyl (2R,5S)-5-[5-[{2-[3,5-bis(trifluoromethyl)phenyl]-2-methylpropanoyl}(methyl)amino]-4-(4-fluoro-2-methylphenyl)-2-pyridinyl]-2-methyl-1,2-pyrrolidinedicarboxylate), C(=O)(C(F)(F)F)O (TFA). Run at time 2.5 hour. The product is FC(C=1C=C(C=C(C1)C(F)(F)F)C(C(=O)N(C=1C(=CC(=NC1)[C@@H]1CC[C@@](N1)(C(=O)OC)C)C1=C(C=C(C=C1)F)C)C)(C)C)(F)F (methyl (5S)-5-[5-[{2-[3,5-bis(trifluoromethyl)phenyl]-2-methylpropanoyl}(methyl)-amino]-4-(4-fluoro-2-methylphenyl)-2-pyridinyl]-2-methyl-D-prolinate). Procedure details: To a solution of 1-(1,1-dimethylethyl) 2-methyl (2R,5S)-5-[5-[{2-[3,5-bis(trifluoromethyl)phenyl]-2-methylpropanoyl}(methyl)amino]-4-(4-fluoro-2-methylphenyl)-2-pyridinyl]-2-methyl-1,2-pyrrolidinedicarboxylate (Intermediate 19, 70 mg, 0.095 mmol) in dry Dichloromethane (DCM) (2 ml) was added TFA (0.5 ml, 6.49 mmol) and the reaction mixture was stirred for 2.5 hours at r.t. The solvent and the excess of TFA were evaporated and the residue was purified by SPE-SCX cartridge to afford the title comp... Isolated yield 90.5%. Reactants: ClC1=CC=C2C(=CNC2=C1F)SC=1C(=C(C(=O)OCC)C=CC1)F (ethyl 3-((6-chloro-7-fluoro-1H-indol-3-yl)thio)-2-fluorobenzoate), BrC=1C=NC=CC1 (3-bromopyridine), N[C@H]1[C@@H](CCCC1)N (trans-1,2-diaminocyclohexane), [O-]P(=O)([O-])[O-].[K+].[K+].[K+] (K3PO4), Cu(I)I. Run in C1(=CC=CC=C1)C (toluene). Conditions: temperature 140 celsius, time 5 minute. The product is ClC1=CC=C2C(=CN(C2=C1F)C=1C=NC=CC1)SC=1C(=C(C(=O)OCC)C=CC1)F (ethyl 3-((6-chloro-7-fluoro-1-(pyridin-3-yl)-1H-indol-3-yl)thio)-2-fluorobenzoate). Isolated yield 54.1%. Reaction SMILES: [Cl:1][C:2]1[C:10]([F:11])=[C:9]2[C:5]([C:6]([S:12][C:13]3[C:14]([F:24])=[C:15]([CH:21]=[CH:22][CH:23]=3)[C:16]([O:18][CH2:19][CH3:20])=[O:17])=[CH:7][NH:8]2)=[CH:4][CH:3]=1.Br[C:26]1[CH:27]=[N:28][CH:29]=[CH:30][CH:31]=1.N[C@@H]1CCCC[C@H]1N.[O-]P([O-])([O-])=O.[K+].[K+].[K+]>C1(C)C=CC=CC=1>[Cl:1][C:2]1[C:10]([F:11])=[C:9]2[C:5]([C:6]([S:12][C:13]3[C:14]([F:24])=[C:15]([CH:21]=[CH:22][CH:23]=3)[C:16]([O:18][CH2:19][CH3:20])=[O:17])=[CH:7][N:8]2[C:26]2[CH:27]=[N:28][CH:29]=[CH:30][CH:31]=2)=[CH:4][CH:3]=1 |f:3.4.5.6|. Procedure: To a stirred solution of compound 2 (200 mg, 0.54 mmol) in toluene (5 mL) were added 3-bromopyridine (131 mg, 0.81 mmol), trans-1,2-diaminocyclohexane (24.8 mg, 0.21 mmol), K3PO4 (288 mg, 1.35 mmol), Cu(I)I (10.3 mg, 0.05 mmol) at RT under inert atmosphere. The mixture was purged with argon for 15 min and heated to 140° C. in a sealed tube for 16 h. The reaction mixture was cooled to RT, added n-hexane (6 mL), stirred for 5 minutes and then filtered. The filtrate was diluted with water (20 mL) a...